From a dataset of the Open Reaction Database (ORD), a public repository of structured organic reaction records. describe an organic reaction: reactants, conditions, products, and yield Reactants: ClC1=C(C=CC(=C1)Cl)CC(=O)O (2,4-dichlorophenylacetic acid), ICC (iodoethane). Product: ClC1=C(C=CC(=C1)Cl)C(C(=O)O)CC (2-(2,4-Dichlorophenyl)butanoic acid). Reaction SMILES: [Cl:1][C:2]1[CH:7]=[C:6]([Cl:8])[CH:5]=[CH:4][C:3]=1[CH2:9][C:10]([OH:12])=[O:11].I[CH2:14][CH3:15]>>[Cl:1][C:2]1[CH:7]=[C:6]([Cl:8])[CH:5]=[CH:4][C:3]=1[CH:9]([CH2:14][CH3:15])[C:10]([OH:12])=[O:11]. Procedure: prepared from 2,4-dichlorophenylacetic acid and iodoethane;